This data is from the Open Reaction Database (ORD), a public repository of structured organic reaction records. The task is: describe an organic reaction: reactants, conditions, products, and yield The reactants are COC(=O)c1ccc2c(C3CCCCC3)c(Br)[nH]c2c1, COc1ccc(B(O)O)c(CO[Si](C(C)C)(C(C)C)C(C)C)c1, [Na+], [Na+], O=C([O-])[O-], C1COCCO1, COC(=O)c1ccc2cc[nH]c2c1. Product: COC(=O)c1ccc2c(C3CCCCC3)c(-c3ccc(OC)cc3CO[Si](C(C)C)(C(C)C)C(C)C)[nH]c2c1. As a reaction SMILES: [CH3:1][O:2][C:3](=[O:4])[c:5]1[cH:6][cH:7][c:8]2[c:9]([CH:15]3[CH2:16][CH2:17][CH2:18][CH2:19][CH2:20]3)[c:10]([Br:14])[nH:11][c:12]2[cH:13]1.[CH3:34][O:35][c:36]1[cH:37][c:38]([CH2:45][O:46][Si:47]([CH:48]([CH3:49])[CH3:50])([CH:51]([CH3:52])[CH3:53])[CH:54]([CH3:55])[CH3:56])[c:39]([B:42]([OH:43])[OH:44])[cH:40][cH:41]1.[Na+:57].[Na+:58].[O-:59][C:60](=[O:61])[O-:62].[O:63]1[CH2:64][CH2:65][O:66][CH2:67][CH2:68]1.[nH:21]1[c:22]2[c:23]([cH:24][cH:25][c:26]([C:27]([O:28][CH3:29])=[O:30])[cH:31]2)[cH:32][cH:33]1>>[CH3:1][O:2][C:3](=[O:4])[c:5]1[cH:6][cH:7][c:8]2[c:9]([CH:15]3[CH2:16][CH2:17][CH2:18][CH2:19][CH2:20]3)[c:10](-[c:39]3[c:38]([CH2:45][O:46][Si:47]([CH:48]([CH3:49])[CH3:50])([CH:51]([CH3:52])[CH3:53])[CH:54]([CH3:55])[CH3:56])[cH:37][c:36]([O:35][CH3:34])[cH:41][cH:40]3)[nH:11][c:12]2[cH:13]1. Starting materials: BrC1=CC=CC(=N1)C(=O)O (6-Bromopicolinic acid), N (ammonia). The solvent is O1CCOCC1 (dioxane), S(=O)(Cl)Cl (thionyl chloride). Run at temperature 70 celsius. Product: BrC1=CC=CC(=N1)C(=O)N (6-Bromo-pyridine-2-carboxylic acid amide). The yield is 45.0%. Reaction SMILES: [Br:1][C:2]1[N:7]=[C:6]([C:8]([OH:10])=O)[CH:5]=[CH:4][CH:3]=1.[NH3:11]>S(Cl)(Cl)=O.O1CCOCC1>[Br:1][C:2]1[N:7]=[C:6]([C:8]([NH2:11])=[O:10])[CH:5]=[CH:4][CH:3]=1. Procedure details: 6-Bromopicolinic acid (1000 mg, 4.95 mmol) was suspended in thionyl chloride (15 mL) and heated at 70° C. for 5 h. The reaction was cooled to room temperature and the volatiles were condensed under reduced pressure. A solution of ammonia (2M in dioxane (15 mL) was added to the residue and then the solvents were removed under reduced pressure. The crude residue was purified by MPLC with a gradient of 0 to 20% MeOH/dichloromethane to give 6-Bromo-pyridine-2-carboxylic acid amide as a white powder ... As a reaction SMILES: [CH2:1]([O:3][C:4](=[O:2])[CH2:5][c:6]1[n:7][c:8]([NH2:11])[s:9][cH:10]1)[CH3:12].[CH3:14][OH:15].[NH3:13]>>[O:3]=[C:4]([CH2:5][c:6]1[n:7][c:8]([NH2:11])[s:9][cH:10]1)[NH2:13]. The product is NC(=O)Cc1csc(N)n1. Reactants: CCOC(=O)Cc1csc(N)n1, CO, N. Reaction SMILES: [OH:1][C:2]1[C:11]2[C:6](=[CH:7][CH:8]=[CH:9][CH:10]=2)[C@@:5]([CH3:17])([CH2:12][CH2:13][CH:14]([CH3:16])[CH3:15])[C:4](=[O:18])[C:3]=1[C:19]1[NH:24][C:23]2[CH:25]=[CH:26][C:27]([NH:29][S:30]([C:33]3[CH:34]=[C:35]4[C:40](=[CH:41][CH:42]=3)[CH:39]=[C:38]([NH:43][C:44](=[O:46])[CH3:45])[CH:37]=[CH:36]4)(=[O:32])=[O:31])=[CH:28][C:22]=2[S:21](=[O:48])(=[O:47])[N:20]=1.[OH-].[Na+:50]>O>[C:44]([NH:43][C:38]1[CH:39]=[C:40]2[C:35](=[CH:36][CH:37]=1)[CH:34]=[C:33]([S:30]([NH:29][C:27]1[CH:26]=[CH:25][C:23]3[NH:24][C:19]([C:3]4[C:4](=[O:18])[C@:5]([CH3:17])([CH2:12][CH2:13][CH:14]([CH3:15])[CH3:16])[C:6]5[C:11](=[CH:10][CH:9]=[CH:8][CH:7]=5)[C:2]=4[O-:1])=[N:20][S:21](=[O:48])(=[O:47])[C:22]=3[CH:28]=1)(=[O:32])=[O:31])[CH:42]=[CH:41]2)(=[O:46])[CH3:45].[Na+:50] |f:1.2,4.5|. Starting materials: OC1=C(C([C@@](C2=CC=CC=C12)(CCC(C)C)C)=O)C1=NS(C2=C(N1)C=CC(=C2)NS(=O)(=O)C=2C=C1C=CC(=CC1=CC2)NC(C)=O)(=O)=O (N-{6-[({3-[(4R)-1-hydroxy-4-methyl-4-(3-methylbutyl)-3-oxo-3,4-dihydronaphthalen-2-yl]-1,1-dioxido-4H-1,2,4-benzothiadiazin-7-yl}amino)sulfonyl]-2-naphthyl}acetamide), [OH-].[Na+] (sodium hydroxide). Procedure details: A mixture of Example 104A (5.0 mg, 0.0072 mmol) and 0.998 M sodium hydroxide (0.0072 mL, 0.0072 mmol) in water (1 mL) was stirred at rt for 16 h. The reaction mixture was concentrated in vacuo to give the title compound (5.1 mg, quant. yield). 1H NMR (300 MHz, DMSO-d6) δ 0.42 (m, 1H) 0.66 (t, J=6.80 Hz, 6H) 0.75 (m, 1H) 1.26 (m, 1H) 1.36 (s, 3H) 1.73 (m, 1H) 2.10 (m, 4H) 7.21 (d, J=9.93 Hz, 1H) 7.31 (m, J=8.46, 2.21 Hz, 2H) 7.38 (d, J=2.21 Hz, 1H) 7.46 (m, 2H) 7.67 (m, 2H) 8.01 (m, 3H) 8.30 (s, ... Solvent: O (water). Product: C(C)(=O)NC=1C=C2C=CC(=CC2=CC1)S(=O)(=O)NC1=CC2=C(NC(=NS2(=O)=O)C2=C(C3=CC=CC=C3[C@](C2=O)(CCC(C)C)C)[O-])C=C1.[Na+] (Sodium (4R)-2-[7-({[6-(acetylamino)-2-naphthyl]sulfonyl}amino)-1,1-dioxido-4H-1,2,4-benzothiadiazin-3-yl]-4-methyl-4-(3-methylbutyl)-3-oxo-3,4-dihydronaphthalen-1-olate). The yield is 99.9%. Starting materials: Cc1cc(C)n2nc(S)nc2n1, COc1ccc(CCC2(C3CCCC3)CC(O)=C(Cl)C(=O)O2)cc1, COc1cc(OC)c(CCC2(C3CCCC3)CC(O)=C(Cl)C(=O)O2)cc1Cl, Oc1ccc(-n2nnnc2S)cc1. Yields the product COc1ccc(CCC2(C3CCCC3)CC(O)=C(Sc3nnnn3-c3ccc(O)cc3)C(=O)O2)cc1. Reaction SMILES: [CH3:14][c:15]1[cH:16][c:17]([CH3:18])[n:19]2[n:20][c:21]([SH:22])[n:23][c:24]2[n:25]1.[Cl:26][C:27]1=[C:32]([OH:33])[CH2:31][C:30]([CH:34]2[CH2:35][CH2:36][CH2:37][CH2:38]2)([CH2:39][CH2:40][c:41]2[cH:42][cH:43][c:44]([O:47][CH3:48])[cH:45][cH:46]2)[O:29][C:28]1=[O:49].[Cl:50][C:51]1=[C:75]([OH:76])[CH2:74][C:55]([CH2:56][CH2:57][c:58]2[cH:59][c:60]([Cl:61])[c:62]([O:63][CH3:64])[cH:65][c:66]2[O:67][CH3:68])([CH:69]2[CH2:70][CH2:71][CH2:72][CH2:73]2)[O:54][C:52]1=[O:53].[OH:1][c:2]1[cH:3][cH:4][c:5](-[n:8]2[n:9][n:10][n:11][c:12]2[SH:13])[cH:6][cH:7]1>>[OH:1][c:2]1[cH:3][cH:4][c:5](-[n:8]2[n:9][n:10][n:11][c:12]2[S:13][C:27]2=[C:32]([OH:33])[CH2:31][C:30]([CH:34]3[CH2:35][CH2:36][CH2:37][CH2:38]3)([CH2:39][CH2:40][c:41]3[cH:42][cH:43][c:44]([O:47][CH3:48])[cH:45][cH:46]3)[O:29][C:28]2=[O:49])[cH:6][cH:7]1. The reactants are CC(=O)OC1C=CC2(C)C(CCC3C2C(=O)CC2(C)C(C(C)=O)CCC32)C1, CO, [K+], [OH-], O. Product: CC(=O)C1CCC2C3CCC4CC(O)C=CC4(C)C3C(=O)CC12C. Reaction SMILES: [C:1](=[O:2])([CH3:3])[O:4][CH:5]1[CH2:6][CH:7]2[CH2:8][CH2:9][CH:10]3[CH:11]4[CH2:12][CH2:13][CH:14]([C:15]([CH3:16])=[O:17])[C:18]4([CH3:27])[CH2:19][C:20](=[O:26])[CH:21]3[C:22]2([CH3:25])[CH:23]=[CH:24]1.[CH3:31][OH:32].[K+:29].[OH-:28].[OH2:30]>>[OH:4][CH:5]1[CH2:6][CH:7]2[CH2:8][CH2:9][CH:10]3[CH:11]4[CH2:12][CH2:13][CH:14]([C:15]([CH3:16])=[O:17])[C:18]4([CH3:27])[CH2:19][C:20](=[O:26])[CH:21]3[C:22]2([CH3:25])[CH:23]=[CH:24]1. The reactants are CC(C)(C)OC(=O)N1CCC(COc2ccc(Br)nc2)CC1, OB(O)c1ccc(Br)cc1F, O=C([O-])[O-], COCCOC, [Na+], [Na+], Cl[Pd]Cl, c1ccc(P(c2ccccc2)c2ccccc2)cc1, c1ccc(P(c2ccccc2)c2ccccc2)cc1. The product is CC(C)(C)OC(=O)N1CCC(COc2ccc(-c3ccc(Br)cc3F)nc2)CC1. RXN SMILES: [Br:12][c:13]1[cH:14][cH:15][c:16]([O:19][CH2:20][CH:21]2[CH2:22][CH2:23][N:24]([C:27](=[O:28])[O:29][C:30]([CH3:31])([CH3:32])[CH3:33])[CH2:25][CH2:26]2)[cH:17][n:18]1.[Br:1][c:2]1[cH:3][c:4]([F:11])[c:5]([B:8]([OH:9])[OH:10])[cH:6][cH:7]1.[C:34](=[O:35])([O-:36])[O-:37].[CH3:40][O:41][CH2:42][CH2:43][O:44][CH3:45].[Na+:38].[Na+:39].[Pd:46]([Cl:47])[Cl:48].[c:49]1([P:50]([c:51]2[cH:52][cH:53][cH:54][cH:55][cH:56]2)[c:57]2[cH:58][cH:59][cH:60][cH:61][cH:62]2)[cH:63][cH:64][cH:65][cH:66][cH:67]1.[c:68]1([P:69]([c:70]2[cH:71][cH:72][cH:73][cH:74][cH:75]2)[c:76]2[cH:77][cH:78][cH:79][cH:80][cH:81]2)[cH:82][cH:83][cH:84][cH:85][cH:86]1>>[Br:1][c:2]1[cH:3][c:4]([F:11])[c:5](-[c:13]2[cH:14][cH:15][c:16]([O:19][CH2:20][CH:21]3[CH2:22][CH2:23][N:24]([C:27](=[O:28])[O:29][C:30]([CH3:31])([CH3:32])[CH3:33])[CH2:25][CH2:26]3)[cH:17][n:18]2)[cH:6][cH:7]1. Starting materials: FC=1C=C(C=CC1OC1=C2C(=NC=C1)C=CS2)NC(CC(=O)NC2=CC=CC=C2)=O (N1-(3-Fluoro-4-(thieno[3,2-b]pyridin-7-yloxy)phenyl)-N3-phenylmalonamide), FC=1C=C(C=CC1OC1=C2C(=NC=C1)C=C(S2)C=2N=CN(C2)C)N (3-Fluoro-4-(2-(1-methyl-1H-imidazol-4-yl)thieno[3,2-b]pyridin-7-yloxy)benzenamine). Yields the product FC=1C=C(C=CC1OC1=C2C(=NC=C1)C=C(S2)C=2N=CN(C2)C)NC(CC(=O)NC2=CC=CC=C2)=O (N1-(3-fluoro-4-(2-(1-methyl-1H-imidazol-4-yl)thieno[3,2-b]pyridin-7-yloxy)phenyl)-N3-phenylmalonamide), solid. The yield is 78.0%. As a reaction SMILES: [F:1][C:2]1[CH:3]=[C:4]([NH:18][C:19](=[O:30])[CH2:20][C:21]([NH:23][C:24]2[CH:29]=[CH:28][CH:27]=[CH:26][CH:25]=2)=[O:22])[CH:5]=[CH:6][C:7]=1[O:8][C:9]1[CH:14]=[CH:13][N:12]=[C:11]2[CH:15]=[CH:16][S:17][C:10]=12.FC1C=C(N)C=CC=1OC1C=CN=C2C=C([C:48]3[N:49]=[CH:50][N:51]([CH3:53])[CH:52]=3)SC=12>>[F:1][C:2]1[CH:3]=[C:4]([NH:18][C:19](=[O:30])[CH2:20][C:21]([NH:23][C:24]2[CH:25]=[CH:26][CH:27]=[CH:28][CH:29]=2)=[O:22])[CH:5]=[CH:6][C:7]=1[O:8][C:9]1[CH:14]=[CH:13][N:12]=[C:11]2[CH:15]=[C:16]([C:48]3[N:49]=[CH:50][N:51]([CH3:53])[CH:52]=3)[S:17][C:10]=12. Reported procedure: Following the procedure described for compound 5a (example 1, step 5) but substituting amine 9 for compound 12, title compound 5c was obtained as a white solid (78% yield). MS (m/z): 502.0 (M+H). Reactants: C(C)(C)(C)OC([C@@H](NNC(C1=C(C=C(C=C1)NC(=O)OC(C)(C)C)[N+](=O)[O-])=O)CCC(=O)OC(C)(C)C)=O (di-tert.-butyl-N-(4-(tert-butoxycarbonylamino)-2-nitrobenzamido)-L-glutamate), FC(C(=O)O)(F)F (trifluoroacetic acid). Solvent: ClCCl (dichloromethane). The product is NC1=CC(=C(C(=O)NN[C@@H](CCC(=O)O)C(=O)O)C=C1)[N+](=O)[O-] (N-(4-amino-2-nitrobenzamido)-L-glutamic acid). As a reaction SMILES: C([O:5][C:6](=[O:38])[C@H:7]([CH2:29][CH2:30][C:31]([O:33]C(C)(C)C)=[O:32])[NH:8][NH:9][C:10](=[O:28])[C:11]1[CH:16]=[CH:15][C:14]([NH:17]C(OC(C)(C)C)=O)=[CH:13][C:12]=1[N+:25]([O-:27])=[O:26])(C)(C)C.FC(F)(F)C(O)=O>ClCCl>[NH2:17][C:14]1[CH:15]=[CH:16][C:11]([C:10]([NH:9][NH:8][C@H:7]([C:6]([OH:38])=[O:5])[CH2:29][CH2:30][C:31]([OH:33])=[O:32])=[O:28])=[C:12]([N+:25]([O-:27])=[O:26])[CH:13]=1. Reported procedure: To a solution of di-tert.-butyl-N-(4-(tert-butoxycarbonylamino)-2-nitrobenzamido)-L-glutamate in 53 ml dichloromethane were added 53 ml of trifluoroacetic acid at 0° C. under argon. After 1 hour at room temperature the mixture was concentrated to dryness to give 3.54 g of N-(4-amino-2-nitrobenzamido)-L-glutamic acid as a yellow foam.